From a dataset of the Open Reaction Database (ORD), a public repository of structured organic reaction records. describe an organic reaction: reactants, conditions, products, and yield Reactants: O1C(=CC=C1)C(C(=O)O)O (Furan-2-yl-hydroxy-acetic acid), C(CCCCC)(=O)O (hexanoic acid), C(CCCCC)(=O)O (hexanoic acid), CC(C([O-])([O-])[O-])(C)C (trimethylorthoacetate), C(CCCCC)(=O)O (hexanoic acid). Solvent: C1CCCC2CCCCC12 (decalin). Run at temperature 180 celsius, time 12 hour. The product is C(=O)(O)CC1=C(OC=C1)CC(=O)O ((3-Carboxymethyl-furan-2-yl)-acetic acid). Isolated yield 54.0%. As a reaction SMILES: [O:1]1[CH:5]=[CH:4][CH:3]=[C:2]1[CH:6](O)[C:7]([OH:9])=[O:8].C[C:12](C)(C)[C:13]([O-])([O-:15])[O-:14].C(O)(=O)CCCCC>C1C2C(CCCC2)CCC1>[C:13]([CH2:12][C:3]1[CH:4]=[CH:5][O:1][C:2]=1[CH2:6][C:7]([OH:9])=[O:8])([OH:15])=[O:14]. Procedure: A solution of the product from step b.) (10.9 g, 64 mmol) in decalin (193 ml) was treated with trimethylorthoacetate (48.2 ml, 384 mmol) and hexanoic acid (2.0 ml). Next, the reaction mixture was fitted with a Vigreaux column and heated to 180° C. for 18 hours. Additional hexanoic acid (3×1.5 ml) aliquots of hexanoic acid were added every 2 hours for the first 6 hours of reaction time. Next, the reaction was cooled to 22° C. and extracted with MeOH providing 27 g of a crude mixture of the dieste...